Task: describe an organic reaction: reactants, conditions, products, and yield. Dataset: the Open Reaction Database (ORD), a public repository of structured organic reaction records The reactants are ClCCl, O=C=NS(=O)(=O)Cl, OCc1ccccc1. The product is O=C(NS(=O)(=O)Cl)OCc1ccccc1. RXN SMILES: [CH2:16]([Cl:17])[Cl:18].[Cl:1][S:2](=[O:3])(=[O:4])[N:5]=[C:6]=[O:7].[OH:8][CH2:9][c:10]1[cH:11][cH:12][cH:13][cH:14][cH:15]1>>[Cl:1][S:2](=[O:3])(=[O:4])[NH:5][C:6](=[O:7])[O:8][CH2:9][c:10]1[cH:11][cH:12][cH:13][cH:14][cH:15]1. The reactants are C(C)(C)(C)OC(=O)C=1N(C=CC1)CC(COC1=CC=C(C=C1)CCCCCCCC)O (tert-butyl-1-[2-hydroxy-3-(4-octylphenoxy)propyl]pyrrole-2-carboxylate), C(C)(=O)OC(C)=O (acetic anhydride), C(O)([O-])=O.[Na+] (sodium hydrogen carbonate), [Na+].[Cl-] (NaCl). Run in CS(=O)C (DMSO), CS(=O)C (DMSO). Reaction conditions: time 10 minute. The product is C(C)(C)(C)OC(=O)C=1N(C=CC1)CC(COC1=CC=C(C=C1)CCCCCCCC)=O (tert-Butyl-1-[3-(4-octylphenoxy)-2-oxopropyl]pyrrole-2-carboxylate). RXN SMILES: C(OC(=O)C)(=O)C.[C:8]([O:12][C:13]([C:15]1[N:16]([CH2:20][CH:21]([OH:38])[CH2:22][O:23][C:24]2[CH:29]=[CH:28][C:27]([CH2:30][CH2:31][CH2:32][CH2:33][CH2:34][CH2:35][CH2:36][CH3:37])=[CH:26][CH:25]=2)[CH:17]=[CH:18][CH:19]=1)=[O:14])([CH3:11])([CH3:10])[CH3:9].C(=O)([O-])O.[Na+].[Na+].[Cl-]>CS(C)=O>[C:8]([O:12][C:13]([C:15]1[N:16]([CH2:20][C:21](=[O:38])[CH2:22][O:23][C:24]2[CH:29]=[CH:28][C:27]([CH2:30][CH2:31][CH2:32][CH2:33][CH2:34][CH2:35][CH2:36][CH3:37])=[CH:26][CH:25]=2)[CH:17]=[CH:18][CH:19]=1)=[O:14])([CH3:11])([CH3:10])[CH3:9] |f:2.3,4.5|. Procedure: 1.14 g (11.2 mmol) acetic anhydride are mixed with 10 ml absolute DMSO, stirred at room temperature for 10 min and added drop-wise to a solution of 0.121 g (0.282 mmol) tert-butyl-1-[2-hydroxy-3-(4-octylphenoxy)propyl]pyrrole-2-carboxylate in 10 ml absolute DMSO. Having stirred for 16 hours, the batch is poured into a mixture of 5% sodium hydrogen carbonate solution and saturated NaCl solution (1:1, v/v) and hydrolyzed for 10 min. Four extractions with diethyl ether, combination of the organic p...